From a dataset of the Open Reaction Database (ORD), a public repository of structured organic reaction records. describe an organic reaction: reactants, conditions, products, and yield The reactants are CC1=NNC(=C1)N (3-methyl-1 H-pyrazol-5-amine), (3-bromomethyl)-benzoate, ClC1=CC=C(C=C1)[C@H]1C[C@]12C(N(C1=CC=CC=C21)CC=2C=C(C(=O)O)C=CC2)=O ((1S,2R)-3-((2-(4-chlorophenyl)-2′-oxospiro[cyclopropane-1,3′-indoline]-1′-yl)methyl)benzoic acid). Yields the product ClC1=CC=C(C=C1)[C@H]1C[C@]12C(N(C1=CC=CC=C21)CC=2C=C(C(=O)NC1=CC(=NN1)C)C=CC2)=O ((1S,2R)-3-((2-(4-chlorophenyl)-2′-oxospiro[cyclopropane-1,3′-indoline]-1′-yl)methyl)-N-(3-methyl-1 H-pyrazol-5-yl)benzamide). As a reaction SMILES: [CH3:1][C:2]1[CH:6]=[C:5]([NH2:7])[NH:4][N:3]=1.[Cl:8][C:9]1[CH:14]=[CH:13][C:12]([C@@H:15]2[C@:17]3([C:25]4[C:20](=[CH:21][CH:22]=[CH:23][CH:24]=4)[N:19]([CH2:26][C:27]4[CH:28]=[C:29]([CH:33]=[CH:34][CH:35]=4)[C:30](O)=[O:31])[C:18]3=[O:36])[CH2:16]2)=[CH:11][CH:10]=1>>[Cl:8][C:9]1[CH:14]=[CH:13][C:12]([C@@H:15]2[C@:17]3([C:25]4[C:20](=[CH:21][CH:22]=[CH:23][CH:24]=4)[N:19]([CH2:26][C:27]4[CH:28]=[C:29]([CH:33]=[CH:34][CH:35]=4)[C:30]([NH:7][C:5]4[NH:4][N:3]=[C:2]([CH3:1])[CH:6]=4)=[O:31])[C:18]3=[O:36])[CH2:16]2)=[CH:11][CH:10]=1. Reported procedure: The title compound was prepared in analogy to Example 60 starting from 3-methyl-1 H-pyrazol-5-amine, (3-bromomethyl)-benzoate (commercially available), racemic (1R,2S) and (1S,2R)-3-((2-(4-chlorophenyl)-2′-oxospiro[cyclopropane-1,3′-indoline]-1′-yl)methyl)benzoic acid prepared as in Scheme 1. LC/MS m/e calcd. for C28H23ClN4O2: 482, observed (M+H)+: 483.21H NMR (400 MHz, MeOD-d4) δppm 2.23 (d, J=8.59 Hz, 2 H) 2.55 (s, 3 H) 3.26-3.32 (m, 1 H) 5.08-5.23 (m, 2 H) 5.85 (d, J=1.01 Hz, 1 H) 6.08 (d, J=... Starting materials: ClC(Cl)(Cl)Cl, COc1ccc(CCN2CCCCCC2CCO)cc1OC, [Na+], [OH-], O, BrP(Br)Br. The product is COc1ccc(CCN2CCCCCC2CCBr)cc1OC. RXN SMILES: [C:30]([Cl:31])([Cl:32])([Cl:33])[Cl:34].[CH3:5][O:6][c:7]1[cH:8][c:9]([CH2:15][CH2:16][N:17]2[CH:18]([CH2:24][CH2:25][OH:26])[CH2:19][CH2:20][CH2:21][CH2:22][CH2:23]2)[cH:10][cH:11][c:12]1[O:13][CH3:14].[Na+:29].[OH-:28].[OH2:27].[P:1]([Br:2])([Br:3])[Br:4]>>[Br:2][CH2:25][CH2:24][CH:18]1[N:17]([CH2:16][CH2:15][c:9]2[cH:8][c:7]([O:6][CH3:5])[c:12]([O:13][CH3:14])[cH:11][cH:10]2)[CH2:23][CH2:22][CH2:21][CH2:20][CH2:19]1. Reactants: N#Cc1ccccc1Br, Fc1cc(F)cc(C#CCC2CCNCC2)c1. Yields the product N#Cc1ccccc1N1CCC(CC#Cc2cc(F)cc(F)c2)CC1. Reaction SMILES: [Br:18][c:19]1[c:20]([C:21]#[N:22])[cH:23][cH:24][cH:25][cH:26]1.[F:1][c:2]1[cH:3][c:4]([C:9]#[C:10][CH2:11][CH:12]2[CH2:13][CH2:14][NH:15][CH2:16][CH2:17]2)[cH:5][c:6]([F:8])[cH:7]1>>[F:1][c:2]1[cH:3][c:4]([C:9]#[C:10][CH2:11][CH:12]2[CH2:13][CH2:14][N:15]([c:19]3[c:20]([C:21]#[N:22])[cH:23][cH:24][cH:25][cH:26]3)[CH2:16][CH2:17]2)[cH:5][c:6]([F:8])[cH:7]1. Reactants: CC=1NC2=CC=CC=C2C1C(C1=CC=C(C=C1)C#N)=O (2-methyl-3-(4-cyanobenzoyl)indole), C1CCOC1 (THF), 7A, C1CCOC1 (THF), C(CCC)[Li] (n-butyl lithium), 7B, solution. Run in CCCCCC (hexane). The product is solution, C1CO1 (ethylene oxide), CC=1N(C2=CC=CC=C2C1C(C1=CC=C(C=C1)C#N)=O)CCO (2-methyl-3-(4-cyanobenzoyl)-1-(2-hydroxyethyl)-1H-indole). Reaction SMILES: [CH3:1][C:2]1[NH:3][C:4]2[C:9]([C:10]=1[C:11](=[O:20])[C:12]1[CH:17]=[CH:16][C:15]([C:18]#[N:19])=[CH:14][CH:13]=1)=[CH:8][CH:7]=[CH:6][CH:5]=2.C([Li])CCC.C1C[O:29][CH2:28][CH2:27]1>CCCCCC>[CH2:11]1[O:20][CH2:12]1.[CH3:1][C:2]1[N:3]([CH2:27][CH2:28][OH:29])[C:4]2[C:9]([C:10]=1[C:11](=[O:20])[C:12]1[CH:17]=[CH:16][C:15]([C:18]#[N:19])=[CH:14][CH:13]=1)=[CH:8][CH:7]=[CH:6][CH:5]=2. Reported procedure: Preparation 7B: Following a procedure similar to that described in Preparation 7A above, 9.75 g. (0.0375 mole) of 2-methyl-3-(4-cyanobenzoyl)indole (Preparation 1T) in 125 ml. of THF was treated with 16.65 ml. (0.04 mole) of a 2.4M solution of n-butyl lithium in hexane followed by 11.4 ml. of a 3.5M solution of ethylene oxide in THF to give 2-methyl-3-(4-cyanobenzoyl)-1-(2-hydroxyethyl)-1H-indole. Reaction of 30.4 g. (0.1 mole) of the latter with 21.0 g. (0.11 mole) of p-toluenesulfonyl chloride... The reactants are OC1=C(C=O)C=C(C=C1)[N+](=O)[O-] (2-hydroxy-5-nitrobenzaldehyde), tetra-N-butylammonium iodide, C([O-])([O-])=O.[K+].[K+] (potassium carbonate), ClCC(=O)OC (methyl chloroacetate), [OH-].[K+] (potassium hydroxide), Cl (hydrochloric acid). The solvent is O (water), C1CCOC1 (THF). Conditions: temperature 130 celsius, time 20 hour. The product is [N+](=O)([O-])C1=CC=CC=2C=C(OC21)C(=O)O (7-Nitro-1-benzofuran-2-carboxylic acid). RXN SMILES: O[C:2]1[CH:9]=[CH:8][C:7]([N+:10]([O-:12])=[O:11])=[CH:6][C:3]=1[CH:4]=O.[C:13](=[O:16])([O-])[O-:14].[K+].[K+].ClC[C:21](OC)=[O:22].[OH-].[K+].Cl>O.C1COCC1>[N+:10]([C:7]1[C:6]2[O:22][C:21]([C:13]([OH:14])=[O:16])=[CH:4][C:3]=2[CH:2]=[CH:9][CH:8]=1)([O-:12])=[O:11] |f:1.2.3,5.6|. Procedure: 3.0 g (17.9 mmol) of 2-hydroxy-5-nitrobenzaldehyde, 0.66 g (1.80 mmol) of tetra-N-butylammonium iodide and 9.92 g (71.81 mmol) of potassium carbonate are mixed, 4.09 g (37.7 mmol) of methyl chloroacetate are added and the mixture is heated at 130° C. for 4 h. 35 ml of THF and, with ice cooling, 6.04 g (107.71 mmol) of potassium hydroxide are added. Following the addition of 50 ml of water, the mixture is stirred at RT for 20 h. Using concentrated hydrochloric acid, the pH is adjusted to 0. The m... Starting materials: FC1=CC=C(C=C1)N1N=CC2=CC(=CC=C12)O[C@H]([C@@H](C)N)C1=CC=CC=C1 ((1S,2R)-1-{[1-(4-fluorophenyl)-1H-indazol-5-yl]oxy}-1-phenylpropan-2-amine), C(C)(=O)OCC(=O)Cl (2-chloro-2-oxoethyl acetate). Yields the product FC1=CC=C(C=C1)N1N=CC2=CC(=CC=C12)O[C@@H]([C@H](C)NC(CO)=O)C1=CC=CC=C1 (N-[(1R,2S)-1-[1-(4-fluorophenyl)indazol-5-yl]oxy-1-phenyl-propan-2-yl]-2-hydroxy-acetamide). Reaction SMILES: [F:1][C:2]1[CH:7]=[CH:6][C:5]([N:8]2[C:16]3[C:11](=[CH:12][C:13]([O:17][C@@H:18]([C:22]4[CH:27]=[CH:26][CH:25]=[CH:24][CH:23]=4)[C@H:19]([NH2:21])[CH3:20])=[CH:14][CH:15]=3)[CH:10]=[N:9]2)=[CH:4][CH:3]=1.C([O:31][CH2:32][C:33](Cl)=[O:34])(=O)C>>[F:1][C:2]1[CH:3]=[CH:4][C:5]([N:8]2[C:16]3[C:11](=[CH:12][C:13]([O:17][C@H:18]([C:22]4[CH:23]=[CH:24][CH:25]=[CH:26][CH:27]=4)[C@@H:19]([NH:21][C:32](=[O:31])[CH2:33][OH:34])[CH3:20])=[CH:14][CH:15]=3)[CH:10]=[N:9]2)=[CH:6][CH:7]=1. Reported procedure: Prepared as described in Example 7 using (1S,2R)-1-{[1-(4-fluorophenyl)-1H-indazol-5-yl]oxy}-1-phenylpropan-2-amine (1a, 149 mg, 0.41 mmol) and 2-chloro-2-oxoethyl acetate (49 μL, 0.45 mmol). Yield 125 mg (72%).